This data is from the Open Reaction Database (ORD), a public repository of structured organic reaction records. The task is: describe an organic reaction: reactants, conditions, products, and yield Reactants: O=C(NCCON1C(=O)c2ccccc2C1=O)OCc1ccccc1, CN, CCO, C1CCOC1. Yields the product NOCCNC(=O)OCc1ccccc1. As a reaction SMILES: [CH2:1]([c:2]1[cH:3][cH:4][cH:5][cH:6][cH:7]1)[O:8][C:9](=[O:10])[NH:11][CH2:12][CH2:13][O:14][N:15]1[C:16](=[O:17])[c:18]2[cH:19][cH:20][cH:21][cH:22][c:23]2[C:24]1=[O:25].[CH3:31][NH2:32].[CH3:33][CH2:34][OH:35].[O:26]1[CH2:27][CH2:28][CH2:29][CH2:30]1>>[CH2:1]([c:2]1[cH:3][cH:4][cH:5][cH:6][cH:7]1)[O:8][C:9](=[O:10])[NH:11][CH2:12][CH2:13][O:14][NH2:15]. The reactants are ClC1=CC=C(C=C1)C=1N=C2SC3=C(N2C1)C=CC=C3 (2-(p-chlorophenyl)imidazo[2,1-b]benzothiazole), C(O)([O-])=O.[K+] (potassium hydrogencarbonate), II (iodine). Solvent: C(Cl)Cl (methylene chloride). Product: ClC1=CC=C(C=C1)C=1N=C2SC3=C(N2C1I)C=CC=C3 (2-(p-chlorophenyl)-3-iodoimidazo[2,1-b]benzothiazole). Yield: 83.2%. As a reaction SMILES: [Cl:1][C:2]1[CH:7]=[CH:6][C:5]([C:8]2[N:9]=[C:10]3[N:14]([CH:15]=2)[C:13]2[CH:16]=[CH:17][CH:18]=[CH:19][C:12]=2[S:11]3)=[CH:4][CH:3]=1.C(=O)([O-])O.[K+].[I:25]I>C(Cl)Cl>[Cl:1][C:2]1[CH:3]=[CH:4][C:5]([C:8]2[N:9]=[C:10]3[N:14]([C:15]=2[I:25])[C:13]2[CH:16]=[CH:17][CH:18]=[CH:19][C:12]=2[S:11]3)=[CH:6][CH:7]=1 |f:1.2|. Reported procedure: In 100 ml of methylene chloride was dissolved 2 g of 2-(p-chlorophenyl)imidazo[2,1-b]benzothiazole and after adding thereto 20 ml of an aqueous 10% potassium hydrogencarbonate solution and 1.8 g of iodine, the mixture was stirred overnight vigorously at room temperature. The crystals which formed were recovered by filtration and recrystallized from a mixture of methylcellosolve and water to provide 2.4 g of 2-(p-chlorophenyl)-3-iodoimidazo[2,1-b]benzothiazole.